This data is from the Open Reaction Database (ORD), a public repository of structured organic reaction records. The task is: describe an organic reaction: reactants, conditions, products, and yield The product is [C@H]1(CCC2=CC=CC=C12)NC1=NC2=CC=C(C=C2C=C1)NC(=O)N1C[C@H]2CC[C@@H](C1)O2 ((1R,5S)-8-Oxa-3-aza-bicyclo[3.2.1]octane-3-carboxylic acid [2-((R)-indan-1-ylamino)-quinolin-6-yl]-amide). Reactants: C(OC(Cl)(Cl)Cl)(OC(Cl)(Cl)Cl)=O (bis(trichloromethyl) carbonate), C12CNCC(CC1)O2 (8-oxa-3-aza-bicyclo[3.2.1]octane), [C@H]1(CCC2=CC=CC=C12)NC1=NC2=CC=C(C=C2C=C1)N ((R)—N2-indan-1-yl-quinoline-2,6-diamine). Reaction SMILES: [C:1](=[O:12])(OC(Cl)(Cl)Cl)OC(Cl)(Cl)Cl.[CH:13]12[O:20][CH:17]([CH2:18][CH2:19]1)[CH2:16][NH:15][CH2:14]2.[C@H:21]1([NH:30][C:31]2[CH:40]=[CH:39][C:38]3[C:33](=[CH:34][CH:35]=[C:36]([NH2:41])[CH:37]=3)[N:32]=2)[C:29]2[C:24](=[CH:25][CH:26]=[CH:27][CH:28]=2)[CH2:23][CH2:22]1>>[C@H:21]1([NH:30][C:31]2[CH:40]=[CH:39][C:38]3[C:33](=[CH:34][CH:35]=[C:36]([NH:41][C:1]([N:15]4[CH2:14][C@H:13]5[O:20][C@H:17]([CH2:18][CH2:19]5)[CH2:16]4)=[O:12])[CH:37]=3)[N:32]=2)[C:29]2[C:24](=[CH:25][CH:26]=[CH:27][CH:28]=2)[CH2:23][CH2:22]1. Procedure details: The title compound was prepared in accordance with the general method 4 described in example 16 from bis(trichloromethyl) carbonate, 8-oxa-3-aza-bicyclo[3.2.1]octane and (R)—N2-indan-1-yl-quinoline-2,6-diamine; MS: m/e=415.6 (M+H+). Reactants: COC(NC1=C(C=CC=C1)C(NC1CC1)=O)=O ((2-cyclopropylcarbamoyl-phenyl)-carbamic acid methyl ester), C[O-].[Na+] (NaOMe). Run in CO (MeOH). Yields the product C1(CC1)N1C(NC2=CC=CC=C2C1=O)=O (3-cyclopropyl-1H-quinazoline-2,4-dione). Isolated yield 53.0%. RXN SMILES: C[O:2][C:3](=O)[NH:4][C:5]1[CH:10]=[CH:9][CH:8]=[CH:7][C:6]=1[C:11](=[O:16])[NH:12][CH:13]1[CH2:15][CH2:14]1.C[O-].[Na+]>CO>[CH:13]1([N:12]2[C:11](=[O:16])[C:6]3[C:5](=[CH:10][CH:9]=[CH:8][CH:7]=3)[NH:4][C:3]2=[O:2])[CH2:15][CH2:14]1 |f:1.2|. Procedure details: A solution of (2-cyclopropylcarbamoyl-phenyl)-carbamic acid methyl ester was dissolved in MeOH (100 ml) and treated with NaOMe (0.5 M, 5 ml, 2.5 mmol) and the mixture heated to reflux for 12 h. The mixture was cooled and filtered to give 4.05 g (53%) of 3-cyclopropyl-1H-quinazoline-2,4-dione as a white solid. Reactants: [H][H] (hydrogen), Cl (hydrochloric acid), atmosphere, CC1=CN=CC2=CC=CC=C12 (4-methyl-isoquinoline). Reagents/catalysts: [Pt](=O)=O (platinum dioxide). The solvent is CO (methanol). Conditions: time 4 hour. Product: Cl.CC1CNCC2=CC=CC=C12 (4-methyl-1,2,3,4-tetrahydro-isoquinolin hydrochloride). Reaction SMILES: [H][H].[CH3:3][C:4]1[C:13]2[C:8](=[CH:9][CH:10]=[CH:11][CH:12]=2)[CH:7]=[N:6][CH:5]=1.[ClH:14]>CO.[Pt](=O)=O>[ClH:14].[CH3:3][CH:4]1[C:13]2[C:8](=[CH:9][CH:10]=[CH:11][CH:12]=2)[CH2:7][NH:6][CH2:5]1 |f:5.6|. Procedure: In a hydrogen atmosphere 0.50 g (3.5 mmol) 4-methyl-isoquinoline, 50 mg platinum dioxide in 50 mL methanol and 3.5 mL 1M aqueous hydrochloric acid solution were hydrogenated at RT and 3 bar for 4 h. After removal of the catalyst by suction filtering the reaction mixture was evaporated down. A mixture of educt and product was obtained, which was reacted further without any further purification. The yield is 170.8%. Product: Cl.ClC1=C(C=CC=C1)C=1C(=CC=2N(N1)C(=NN2)CC2CCNCC2)C2=CC=C(C=C2)Cl (6-(2-chlorophenyl)-7-(4-chlorophenyl)-3-(piperidin-4-ylmethyl)-[1,2,4]triazolo[4,3-b]pyridazine, hydrochloride Salt). Conditions: time 2 hour. Reaction SMILES: [Cl:1][C:2]1[CH:7]=[CH:6][CH:5]=[CH:4][C:3]=1[C:8]1[C:9]([C:31]2[CH:36]=[CH:35][C:34]([Cl:37])=[CH:33][CH:32]=2)=[CH:10][C:11]2[N:12]([C:14]([CH2:17][CH:18]3[CH2:23][CH2:22][N:21](C(OC(C)(C)C)=O)[CH2:20][CH2:19]3)=[N:15][N:16]=2)[N:13]=1.Cl>C(Cl)Cl.C(OCC)C>[ClH:1].[Cl:1][C:2]1[CH:7]=[CH:6][CH:5]=[CH:4][C:3]=1[C:8]1[C:9]([C:31]2[CH:32]=[CH:33][C:34]([Cl:37])=[CH:35][CH:36]=2)=[CH:10][C:11]2[N:12]([C:14]([CH2:17][CH:18]3[CH2:19][CH2:20][NH:21][CH2:22][CH2:23]3)=[N:15][N:16]=2)[N:13]=1 |f:4.5|. Starting materials: ClC1=C(C=CC=C1)C=1C(=CC=2N(N1)C(=NN2)CC2CCN(CC2)C(=O)OC(C)(C)C)C2=CC=C(C=C2)Cl (tert-butyl 4-((6-(2-chlorophenyl)-7-(4-chlorophenyl)-[1,2,4]triazolo[4,3-b]pyridazin-3-yl)methyl)piperidine-1-carboxylate), Cl (HCl). Reported procedure: To a solution of tert-butyl 4-((6-(2-chlorophenyl)-7-(4-chlorophenyl)-[1,2,4]triazolo[4,3-b]pyridazin-3-yl)methyl)piperidine-1-carboxylate (Example 19) (0.6 g, 1.11 mmol) in CH2Cl2 (15 mL) was added 2 M HCl in diethyl ether (5 mL. The resulting mixture was stirred at room temperature for 2 h, then concentrated under reduced pressure. The obtained residue was evaporated with CH2Cl2 three times, dried in high vacuum overnight to afford 450 mg (85%) of the title compound as an off-white powder. HPL... Run in C(Cl)Cl (CH2Cl2), C(C)OCC (diethyl ether). Reactants: CC(=O)SCC(=Cc1ccc(-c2ccccc2)cc1)C(=O)O, NCCC(=O)OCc1ccccc1. Yields the product CC(=O)SCC(=Cc1ccc(-c2ccccc2)cc1)C(=O)NCCC(=O)OCc1ccccc1. Reaction SMILES: [C:1]([CH3:2])(=[O:3])[S:4][CH2:5][C:6]([C:7](=[O:8])[OH:9])=[CH:10][c:11]1[cH:12][cH:13][c:14](-[c:17]2[cH:18][cH:19][cH:20][cH:21][cH:22]2)[cH:15][cH:16]1.[NH2:23][CH2:24][CH2:25][C:26](=[O:27])[O:28][CH2:29][c:30]1[cH:31][cH:32][cH:33][cH:34][cH:35]1>>[C:1]([CH3:2])(=[O:3])[S:4][CH2:5][C:6]([C:7](=[O:9])[NH:23][CH2:24][CH2:25][C:26](=[O:27])[O:28][CH2:29][c:30]1[cH:31][cH:32][cH:33][cH:34][cH:35]1)=[CH:10][c:11]1[cH:12][cH:13][c:14](-[c:17]2[cH:18][cH:19][cH:20][cH:21][cH:22]2)[cH:15][cH:16]1. The reactants are CCOC(C)=O, CCN(C(C)C)C(C)C, ClCc1ccc2ccccc2n1, Cl, Cl, N#Cc1cccc(-c2noc(C3CCCCN3)n2)c1, CN(C)C=O, O. Product: N#Cc1cccc(-c2noc(C3CCCCN3Cc3ccc4ccccc4n3)n2)c1. Reaction SMILES: [CH3:48][CH2:49][O:50][C:51](=[O:52])[CH3:53].[CH:33]([N:34]([CH:35]([CH3:36])[CH3:37])[CH2:38][CH3:39])([CH3:40])[CH3:41].[Cl:21][CH2:22][c:23]1[n:24][c:25]2[cH:26][cH:27][cH:28][cH:29][c:30]2[cH:31][cH:32]1.[ClH:20].[ClH:42].[NH:1]1[CH:2]([c:7]2[n:8][c:9](-[c:12]3[cH:13][c:14]([C:15]#[N:16])[cH:17][cH:18][cH:19]3)[n:10][o:11]2)[CH2:3][CH2:4][CH2:5][CH2:6]1.[O:43]=[CH:44][N:45]([CH3:46])[CH3:47].[OH2:54]>>[N:1]1([CH2:22][c:23]2[n:24][c:25]3[cH:26][cH:27][cH:28][cH:29][c:30]3[cH:31][cH:32]2)[CH:2]([c:7]2[n:8][c:9](-[c:12]3[cH:13][c:14]([C:15]#[N:16])[cH:17][cH:18][cH:19]3)[n:10][o:11]2)[CH2:3][CH2:4][CH2:5][CH2:6]1. Starting materials: O (Water), C=1(C(=C(C(=CC1)C)N)N)C (p-xylenediamine), C(C)(=O)Cl (acetylchloride), C(C)(C)NC(C)C (N,N-diisopropylamine). Solvent: ClCCl (dichloromethane). Conditions: time 8 hour. Product: NC1=CC(=C(C=C1C)NC(C)=O)C (N-(4-Amino-2,5-xylyl)acetamide). Reaction SMILES: [C:1]1([CH3:10])[C:2](N)=[C:3]([NH2:8])[C:4]([CH3:7])=[CH:5][CH:6]=1.[CH:11]([NH:14]C(C)C)(C)[CH3:12].C(Cl)(=[O:20])C.O>ClCCl>[NH2:8][C:3]1[C:4]([CH3:7])=[CH:5][C:6]([NH:14][C:11](=[O:20])[CH3:12])=[C:1]([CH3:10])[CH:2]=1. Procedure details: To a solution of p-xylenediamine (2.0 g) in dichloromethane (200 ml) maintained below 10° C. was added N,N-diisopropylamine (2.52 ml) followed by the dropwise addition of acetylchloride (1.15 g). The mixture was allowed to attain room temperature and stirred overnight. Water (120 ml) was added and the suspension filtered. The filtered solid was washed with dichloromethane (2×100 ml) and water (100 ml). All filtrates were combined and the organic layer separated. The organic layer was washed with...